describe an organic reaction: reactants, conditions, products, and yield From a dataset of the Open Reaction Database (ORD), a public repository of structured organic reaction records. Starting materials: C=CC(=O)CNc1ccc(CC(=O)OC)cc1, CCO, O=C(Nc1ccccc1-c1ccccc1)OC1CCNCC1. Yields the product COC(=O)Cc1ccc(NCC(=O)CCN2CCC(OC(=O)Nc3ccccc3-c3ccccc3)CC2)cc1. RXN SMILES: [CH3:1][O:2][C:3]([CH2:4][c:5]1[cH:6][cH:7][c:8]([NH:11][CH2:12][C:13]([CH:14]=[CH2:15])=[O:16])[cH:9][cH:10]1)=[O:17].[CH3:40][CH2:41][OH:42].[NH:18]1[CH2:19][CH2:20][CH:21]([O:24][C:25]([NH:26][c:27]2[c:28](-[c:33]3[cH:34][cH:35][cH:36][cH:37][cH:38]3)[cH:29][cH:30][cH:31][cH:32]2)=[O:39])[CH2:22][CH2:23]1>>[CH3:1][O:2][C:3]([CH2:4][c:5]1[cH:6][cH:7][c:8]([NH:11][CH2:12][C:13]([CH2:14][CH2:15][N:18]2[CH2:19][CH2:20][CH:21]([O:24][C:25]([NH:26][c:27]3[c:28](-[c:33]4[cH:34][cH:35][cH:36][cH:37][cH:38]4)[cH:29][cH:30][cH:31][cH:32]3)=[O:39])[CH2:22][CH2:23]2)=[O:16])[cH:9][cH:10]1)=[O:17]. The reactants are CC(C)(C)OC(=O)N1CCN(c2nccnc2-c2cccc(C(F)(F)F)c2F)CC1, C1COCCO1, ClCCl, Cl. Yields the product Fc1c(-c2nccnc2N2CCNCC2)cccc1C(F)(F)F. Reaction SMILES: [C:2]([O:3][C:4](=[O:5])[N:9]1[CH2:10][CH2:11][N:12]([c:15]2[n:16][cH:17][cH:18][n:19][c:20]2-[c:21]2[c:22]([F:31])[c:23]([C:27]([F:28])([F:29])[F:30])[cH:24][cH:25][cH:26]2)[CH2:13][CH2:14]1)([CH3:6])([CH3:7])[CH3:8].[CH2:32]1[O:33][CH2:34][CH2:35][O:36][CH2:37]1.[Cl:38][CH2:39][Cl:40].[ClH:1]>>[NH:9]1[CH2:10][CH2:11][N:12]([c:15]2[n:16][cH:17][cH:18][n:19][c:20]2-[c:21]2[c:22]([F:31])[c:23]([C:27]([F:28])([F:29])[F:30])[cH:24][cH:25][cH:26]2)[CH2:13][CH2:14]1.